From a dataset of the Open Reaction Database (ORD), a public repository of structured organic reaction records. describe an organic reaction: reactants, conditions, products, and yield The reactants are CCC(=O)O, Cl, Cl, Cl, NC1CCC(CCN2CCN(c3nccc4ccoc34)CC2)CC1. Product: CCC(=O)NC1CCC(CCN2CCN(c3nccc4ccoc34)CC2)CC1. As a reaction SMILES: [CH3:28][CH2:29][C:30]([OH:31])=[O:32].[ClH:1].[ClH:2].[ClH:3].[o:4]1[cH:5][cH:6][c:7]2[c:8]1[c:9]([N:13]1[CH2:14][CH2:15][N:16]([CH2:19][CH2:20][CH:21]3[CH2:22][CH2:23][CH:24]([NH2:27])[CH2:25][CH2:26]3)[CH2:17][CH2:18]1)[n:10][cH:11][cH:12]2>>[o:4]1[cH:5][cH:6][c:7]2[c:8]1[c:9]([N:13]1[CH2:14][CH2:15][N:16]([CH2:19][CH2:20][CH:21]3[CH2:22][CH2:23][CH:24]([NH:27][C:30]([CH2:29][CH3:28])=[O:31])[CH2:25][CH2:26]3)[CH2:17][CH2:18]1)[n:10][cH:11][cH:12]2. Reactants: C(C)N1C(C=CC2=C1N=C(N=C2)NC2=CC=C(C=C2)OC)=O (8-ethyl-2-(4-methoxyphenylamino)-8H-pyrido[2,3-d]pyrimidin-7-one), Br (HBr). Run in C(CC)(=O)O (propionic acid). The product is C(C)N1C(C=CC2=C1N=C(N=C2)NC2=CC=C(C=C2)O)=O (8-ethyl-2-(4 hydroxyphenylamino)-8H-pyrido[2,3-d]pyrimidin-7-one). The yield is 45.7%. As a reaction SMILES: [CH2:1]([N:3]1[C:8]2[N:9]=[C:10]([NH:13][C:14]3[CH:19]=[CH:18][C:17]([O:20]C)=[CH:16][CH:15]=3)[N:11]=[CH:12][C:7]=2[CH:6]=[CH:5][C:4]1=[O:22])[CH3:2].Br>C(O)(=O)CC>[CH2:1]([N:3]1[C:8]2[N:9]=[C:10]([NH:13][C:14]3[CH:19]=[CH:18][C:17]([OH:20])=[CH:16][CH:15]=3)[N:11]=[CH:12][C:7]=2[CH:6]=[CH:5][C:4]1=[O:22])[CH3:2]. Procedure details: A mixture of 8-ethyl-2-(4-methoxyphenylamino)-8H-pyrido[2,3-d]pyrimidin-7-one (133 mg, 0.45 mmol) and 1 mL of 48% aqueous HBr in 10 mL of propionic acid was heated at reflux for 3 hours. After cooling to room temperature, the reaction mixture was partitioned between ethyl acetate and saturated sodium bicarbonate. The aqueous layer was further extracted with ethyl acetate and the organic layers were combined and washed with brine, dried over magnesium sulfate, filtered, and concentrated in vacuo.... Yield: 86.3%. Run in C(C)O (ethanol). Conditions: time 12 hour. Reactants: [N+](=O)([O-])C1=CC=C(CC2=CC=NC=C2)C=C1 (4-(4-nitrobenzyl)pyridine), Cl (hydrochloric acid), O (water). Procedure details: A mixture of 4-(4-nitrobenzyl)pyridine (12.85 g, 60 mmol), platinum(IV) oxide (1.0 g), 12N hydrochloric acid (5 ml, 60 mmol), water (5 ml) in ethanol (200 ml) was hydrogenated at 40 psi in a Parr apparatus for 12 hours. The reaction mixture was concentrated in vacuo, and the residue was diluted with cold water and basified with 10% sodium hydroxide solution. The resulting mixture was extracted into ethyl acetate. The combined organic extracts were washed with water and brine, dried (Na2SO4), and... The product is N1CCC(CC1)CC1=CC=C(C=C1)N (4-(piperidin-4-ylmethyl)-phenylamine). Reagents/catalysts: [Pt](=O)=O (platinum(IV) oxide). As a reaction SMILES: [N+:1]([C:4]1[CH:16]=[CH:15][C:7]([CH2:8][C:9]2[CH:14]=[CH:13][N:12]=[CH:11][CH:10]=2)=[CH:6][CH:5]=1)([O-])=O.Cl.O>C(O)C.[Pt](=O)=O>[NH:12]1[CH2:13][CH2:14][CH:9]([CH2:8][C:7]2[CH:6]=[CH:5][C:4]([NH2:1])=[CH:16][CH:15]=2)[CH2:10][CH2:11]1. The reactants are Tetrakis(triphenolphosphine)palladium, CC1=C(N=C(O1)C1=CC=CC=C1)COC1=CC=C(CN2N=C(C(=C2)CCC(=O)OCC)OS(=O)(=O)C(F)(F)F)C=C1 (ethyl 3-[1-[4-(5-methyl-2-phenyl-4-oxazolylmethoxy)benzyl]-3-trifluoromethanesulfonyloxy-1H-pyrazol-4-yl]propionate), FC(C1=CC=C(C=C1)B(O)O)(F)F (4-trifluoromethylphenylboronic acid), C([O-])([O-])=O.[Na+].[Na+] (sodium carbonate), [OH-].[Na+] (sodium hydroxide), Cl (hydrochloric acid). Solvent: C(C)(=O)OCC (Ethyl acetate), C1(=CC=CC=C1)C (toluene), C(C)O (ethanol), O1CCCC1 (tetrahydrofuran), C(C)O (ethanol). The product is CC1=C(N=C(O1)C1=CC=CC=C1)COC1=CC=C(CN2N=C(C(=C2)CCC(=O)O)C2=CC=C(C=C2)C(F)(F)F)C=C1 (3-[1-[4-(5-methyl-2-phenyl-4-oxazolylmethoxy)benzyl]-3-(4-trifluoromethylphenyl)-1H-pyrazol-4-yl]propionic acid). Isolated yield 22.0%. Reaction SMILES: [CH3:1][C:2]1[O:6][C:5]([C:7]2[CH:12]=[CH:11][CH:10]=[CH:9][CH:8]=2)=[N:4][C:3]=1[CH2:13][O:14][C:15]1[CH:41]=[CH:40][C:18]([CH2:19][N:20]2[CH:24]=[C:23]([CH2:25][CH2:26][C:27]([O:29]CC)=[O:28])[C:22](OS(C(F)(F)F)(=O)=O)=[N:21]2)=[CH:17][CH:16]=1.[F:42][C:43]([F:54])([F:53])[C:44]1[CH:49]=[CH:48][C:47](B(O)O)=[CH:46][CH:45]=1.C(=O)([O-])[O-].[Na+].[Na+].[OH-].[Na+].Cl>O1CCCC1.C(O)C.C(OCC)(=O)C.C1(C)C=CC=CC=1>[CH3:1][C:2]1[O:6][C:5]([C:7]2[CH:8]=[CH:9][CH:10]=[CH:11][CH:12]=2)=[N:4][C:3]=1[CH2:13][O:14][C:15]1[CH:16]=[CH:17][C:18]([CH2:19][N:20]2[CH:24]=[C:23]([CH2:25][CH2:26][C:27]([OH:29])=[O:28])[C:22]([C:47]3[CH:48]=[CH:49][C:44]([C:43]([F:54])([F:53])[F:42])=[CH:45][CH:46]=3)=[N:21]2)=[CH:40][CH:41]=1 |f:2.3.4,5.6|. Procedure details: Tetrakis(triphenolphosphine)palladium (120 mg) was added to a mixture of ethyl 3-[1-[4-(5-methyl-2-phenyl-4-oxazolylmethoxy)benzyl]-3-trifluoromethanesulfonyloxy-1H-pyrazol-4-yl]propionate (1.20 g), 4-trifluoromethylphenylboronic acid (0.46 g), 2N aqueous sodium carbonate solution (2.6 ml), ethanol (3 ml), and toluene (50 ml). This mixture was refluxed under an argon atmosphere for 13 hours. Ethyl acetate was added to the reaction mixture, and the mixture was washed with saturated aqueous sodium... The reactants are COC=1C=C(C=CC1)[C@@H]1CN2[C@H](C3=CC(=CC=C13)OCCCN1CCCCC1)CCC2 (cis-6-(3-methoxy-phenyl)-9-(3-piperidin-1-yl-propoxy)-1,2,3,5,6,10b-hexahydro-pyrrolo[2,1-a]isoquinoline), B(Br)(Br)Br (BBr3). The solvent is C(Cl)Cl (CH2Cl2). Reaction conditions: time 15 minute. Product: N1(CCCCC1)CCCOC1=CC=C2[C@@H](CN3[C@H](C2=C1)CCC3)C=3C=C(C=CC3)O (Cis-3-[9-(3-Piperidin-1-yl-propoxy)-1,2,3,5,6,10b-hexahydro-pyrrolo[2,1-a]isoquinolin-6-yl]-phenol). Isolated yield 82.6%. As a reaction SMILES: C[O:2][C:3]1[CH:4]=[C:5]([C@H:9]2[C:18]3[C:13](=[CH:14][C:15]([O:19][CH2:20][CH2:21][CH2:22][N:23]4[CH2:28][CH2:27][CH2:26][CH2:25][CH2:24]4)=[CH:16][CH:17]=3)[C@@H:12]3[CH2:29][CH2:30][CH2:31][N:11]3[CH2:10]2)[CH:6]=[CH:7][CH:8]=1.B(Br)(Br)Br>C(Cl)Cl>[N:23]1([CH2:22][CH2:21][CH2:20][O:19][C:15]2[CH:14]=[C:13]3[C:18]([C@H:9]([C:5]4[CH:4]=[C:3]([OH:2])[CH:8]=[CH:7][CH:6]=4)[CH2:10][N:11]4[CH2:31][CH2:30][CH2:29][C@H:12]43)=[CH:17][CH:16]=2)[CH2:28][CH2:27][CH2:26][CH2:25][CH2:24]1. Procedure: To a solution of cis-6-(3-methoxy-phenyl)-9-(3-piperidin-1-yl-propoxy)-1,2,3,5,6,10b-hexahydro-pyrrolo[2,1-a]isoquinoline (27.0 mg, 0.042 mmol) in CH2Cl2 (0.2 mL) was added BBr3 (1 M in CH2Cl2, 0.21 mL) and the reaction mixture was stirred at rt for 15 min. The reaction was quenched with water and the mixture was concentrated under a stream of N2. The crude material was purified by reverse-phase HPLC to give 14.1 mg (53%) of the desired product as a TFA salt. MS: exact mass calcd for C26H34N2O2,... Starting materials: O=C1OC(=O)C2=C1CCCC2, CC(=O)O, Nc1ccc(Cl)c(CO)c1. Yields the product O=C1C2=C(CCCC2)C(=O)N1c1ccc(Cl)c(CO)c1. Reaction SMILES: [C:1]1(=[O:11])[C:2]2=[C:3]([C:4](=[O:5])[O:6]1)[CH2:7][CH2:8][CH2:9][CH2:10]2.[CH3:22][C:23](=[O:24])[OH:25].[Cl:12][c:13]1[cH:14][cH:15][c:16]([NH2:17])[cH:18][c:19]1[CH2:20][OH:21]>>[C:1]1(=[O:11])[C:2]2=[C:3]([C:4](=[O:6])[N:17]1[c:16]1[cH:15][cH:14][c:13]([Cl:12])[c:19]([CH2:20][OH:21])[cH:18]1)[CH2:7][CH2:8][CH2:9][CH2:10]2.